This data is from the Open Reaction Database (ORD), a public repository of structured organic reaction records. The task is: describe an organic reaction: reactants, conditions, products, and yield Reactants: N[C@H]([C@H](O)C=1C=CC(=C(C1)NS(=O)(=O)C)O)C (N-(5-((1R,2S)-2-Amino-1-hydroxypropyl)-2-hydroxyphenyl)methanesulfonamide), CC=1C=C(C=O)C=C(C1)C (3,5-dimethylbenzaldehyde), O (water). Run in CO (methanol). Conditions: time 1.5 hour. Yields the product CC=1C=C(CN[C@H]([C@H](O)C=2C=CC(=C(C2)NS(=O)(=O)C)O)C)C=C(C1)C (N-(5-((1R,2S)-2-(3,5-Dimethylbenzylamino)-1-hydroxypropyl)-2-hydroxyphenyl)methane-sulfonamide). Yield: 32.8%. As a reaction SMILES: [NH2:1][C@@H:2]([CH3:17])[C@@H:3]([C:5]1[CH:6]=[CH:7][C:8]([OH:16])=[C:9]([NH:11][S:12]([CH3:15])(=[O:14])=[O:13])[CH:10]=1)[OH:4].[CH3:18][C:19]1[CH:20]=[C:21]([CH:24]=[C:25]([CH3:27])[CH:26]=1)[CH:22]=O.O>CO>[CH3:18][C:19]1[CH:26]=[C:25]([CH:24]=[C:21]([CH3:22])[CH:20]=1)[CH2:27][NH:1][C@@H:2]([CH3:17])[C@@H:3]([C:5]1[CH:6]=[CH:7][C:8]([OH:16])=[C:9]([NH:11][S:12]([CH3:15])(=[O:14])=[O:13])[CH:10]=1)[OH:4]. Reported procedure: To a solution of the amine (4) (131 mg, 0.50 mmol) and 3,5-dimethylbenzaldehyde (90 μL, 0.65 mmol) in methanol (5 mL) was added borane-pyridine complex (160 μL, 1.50 mmol) at 40° C. and the resulting mixture was stirred for 1.5 hours. The reaction mixture was cooled to room temperature and water was added thereto, followed by extraction with a mixed solvent (ethyl acetate:methanol=10:1) and subsequent washing of the organic layer with saturated brine. The organic layer was dried and concentrated... The reactants are C(C)(=O)OCC (ethyl acetate), N=1N=CN(C1)C=1C=C2C(=CNC2=CC1)CCCC1CCNCC1 (4-[3-(5-(1,2,4-Triazol-4-yl)-1H-indol-3-yl)propyl]piperidine), BrC(C(=O)OC)C1=CC=CC=C1 ((±)-methyl α-bromophenylacetate), C([O-])([O-])=O.[K+].[K+] (potassium carbonate). Solvent: O (H2O), CN(C)C=O (DMF). Run at temperature 25 celsius, time 16 hour. Product: N=1N=CN(C1)C=1C=C2C(=CNC2=CC1)CCCC1CCN(CC1)C(C1=CC=CC=C1)C(=O)OC (4-[3-(5-(1,2,4-Triazol-4-yl)-1H-indol-3-yl)propyl]-1-(α-methoxycarbonylbenzyl)piperidine). RXN SMILES: [N:1]1[N:2]=[CH:3][N:4]([C:6]2[CH:7]=[C:8]3[C:12](=[CH:13][CH:14]=2)[NH:11][CH:10]=[C:9]3[CH2:15][CH2:16][CH2:17][CH:18]2[CH2:23][CH2:22][NH:21][CH2:20][CH2:19]2)[CH:5]=1.C(=O)([O-])[O-].[K+].[K+].Br[CH:31]([C:36]1[CH:41]=[CH:40][CH:39]=[CH:38][CH:37]=1)[C:32]([O:34][CH3:35])=[O:33].C(OCC)(=O)C>CN(C=O)C.O>[N:1]1[N:2]=[CH:3][N:4]([C:6]2[CH:7]=[C:8]3[C:12](=[CH:13][CH:14]=2)[NH:11][CH:10]=[C:9]3[CH2:15][CH2:16][CH2:17][CH:18]2[CH2:23][CH2:22][N:21]([CH:31]([C:32]([O:34][CH3:35])=[O:33])[C:36]3[CH:41]=[CH:40][CH:39]=[CH:38][CH:37]=3)[CH2:20][CH2:19]2)[CH:5]=1 |f:1.2.3|. Reported procedure: 4-[3-(5-(1,2,4-Triazol-4-yl)-1H-indol-3-yl)propyl]piperidine (Description 2, 0.800 g, 0.0026 mol) was dissolved in anhydrous DMF (10 ml), under N2, and potassium carbonate (0.540 g, 0.0039 mol) added followed by (±)-methyl α-bromophenylacetate (Aldrich, 0.5 ml, 0.0031 mol). The reaction was stirred at 25° C. for 16 h, then poured into ethyl acetate (100 ml) and H2O (30 ml). The organic layer was collected, washed with H2O (3×30 ml), dried over MgSO4 and evaporated with 1-5% MeOH/CH2Cl2 to obtain... Reactants: C1(=CC=C(C=C1)C(=O)NC1=C(C=C(C=C1)F)C(C(=O)O)=O)C1=CC=CC=C1 (2-[(1,1'-biphenyl-4-yl)carbonylamino]-5-fluoro-α-oxobenzeneacetic acid), N (ammonia). Solvent: C(C)O (ethanol). Yields the product C1(=CC=C(C=C1)C1=NC2=CC=C(C=C2C(=N1)C(=O)O)F)C1=CC=CC=C1 (2-(1,1'-Biphenyl-4-yl)-6-fluoro-4-quinazolinecarboxylic acid), C(=O)=O (CO2). Reaction SMILES: [C:1]1([C:22]2[CH:27]=[CH:26][CH:25]=[CH:24][CH:23]=2)[CH:6]=[CH:5][C:4]([C:7]([NH:9][C:10]2[CH:15]=[CH:14][C:13]([F:16])=[CH:12][C:11]=2[C:17](=O)[C:18]([OH:20])=[O:19])=O)=[CH:3][CH:2]=1.[NH3:28]>C(O)C>[C:1]1([C:22]2[CH:27]=[CH:26][CH:25]=[CH:24][CH:23]=2)[CH:6]=[CH:5][C:4]([C:7]2[N:28]=[C:17]([C:18]([OH:20])=[O:19])[C:11]3[C:10](=[CH:15][CH:14]=[C:13]([F:16])[CH:12]=3)[N:9]=2)=[CH:3][CH:2]=1.[C:18](=[O:20])=[O:19]. Reported procedure: To 6 g of 2-[(1,1'-biphenyl-4-yl)carbonylamino]-5-fluoro-α-oxobenzeneacetic acid in ethanol (120 ml) was added anhydrous ammonia (27 g). The resulting mixture was heated in a sealed tube under autogenous conditions at 120° for six hours. The reaction mixture was cooled and the solvent and ammonia removed by evaporation in vacuo. The dry residue was suspended in water (200 ml) and the mixture was acidified with acetic acid to pH 3-4. The precipitated solids were collected, washed thoroughly with ... The reactants are C(C1=CC=CC=C1)=O (benzaldehyde), COC(OC)OC (trimethylorthoformate), CN(C)C=O (DMF), amino acid. Reagents/catalysts: C(C)N(CC)CC (triethylamine), NCC(=O)O (glycine). Solvent: C(Cl)(Cl)Cl (chloroform). Reaction conditions: time 3 hour. The product is C1(CC=2C(C(=O)O1)=CC=CC2)=O (homophthalic anhydride). As a reaction SMILES: [CH:1](=[O:8])[C:2]1[CH:7]=[CH:6][CH:5]=[CH:4][CH:3]=1.C[O:10][CH:11]([O:14]C)OC.[CH3:16]N(C=O)C>C(Cl)(Cl)Cl.NCC(O)=O.C(N(CC)CC)C>[C:11]1(=[O:14])[O:10][C:1](=[O:8])[C:2]2=[CH:7][CH:6]=[CH:5][CH:4]=[C:3]2[CH2:16]1. Reported procedure: Placed in a 20 ml bottle were one of the small (0.241 g of mixed amino acid resin) tea-bags and one of the control (18 micromoles of glycine) tea-bags. The two tea-bags were treated with a solution of benzaldehyde (0.508 ml, 5 mmoles) and anhydrous trimethylorthoformate (1.094 ml, 10 mmoles) in anhydrous DMF (9 ml). After shaking for 3 hrs the packet was washed with anhydrous DMF (3×8 ml). A solution of homophthalic anhydride (801 mg, 5 mmoles) and triethylamine (0.044 ml, 0.3 mmoles) was prepar... Starting materials: ClCC1=C(C=C(C=C1)CCC=1N=C(SC1)NC(C)=O)F (N-(4-{2-[4-(chloromethyl)-3-fluorophenyl]ethyl}-1,3-thiazol-2-yl)acetamide), [N-]=[N+]=[N-].[Na+] (sodium azide), O (Water), C(C)(=O)OCC (ethyl acetate). The solvent is CN(C=O)C (N,N-dimethylformamide). Reaction conditions: time 3.5 hour. The product is N(=[N+]=[N-])CC1=C(C=C(C=C1)CCC=1N=C(SC1)NC(C)=O)F (N-(4-{2-[4-(azidomethyl)-3-fluorophenyl]ethyl}-1,3-thiazol-2-yl)acetamide). The yield is 77.4%. Reaction SMILES: Cl[CH2:2][C:3]1[CH:8]=[CH:7][C:6]([CH2:9][CH2:10][C:11]2[N:12]=[C:13]([NH:16][C:17](=[O:19])[CH3:18])[S:14][CH:15]=2)=[CH:5][C:4]=1[F:20].[N-:21]=[N+:22]=[N-:23].[Na+].O.C(OCC)(=O)C>CN(C)C=O>[N:21]([CH2:2][C:3]1[CH:8]=[CH:7][C:6]([CH2:9][CH2:10][C:11]2[N:12]=[C:13]([NH:16][C:17](=[O:19])[CH3:18])[S:14][CH:15]=2)=[CH:5][C:4]=1[F:20])=[N+:22]=[N-:23] |f:1.2|. Procedure details: To a solution of N-(4-{2-[4-(chloromethyl)-3-fluorophenyl]ethyl}-1,3-thiazol-2-yl)acetamide (203.3 mg, 0.650 mmol) in anhydrous N,N-dimethylformamide (2 ml) was added sodium azide (233.7 mg, 3.595 mmol), and the mixture was stirred at room temperature for 3.5 hr. Water (20 ml) and ethyl acetate (20 ml) were added to the reaction mixture, and the mixture was stirred, stood still and then partitioned. The aqueous layer was extracted with ethyl acetate, and the combined organic layer was washed wit... Starting materials: NC=1C=C2C=3CC(CCC3NC2=CC1)N(C)C (6-amino-3-(dimethyl)amino-1,2,3,4-tetrahydro-9H-carbazole), C1(=CC=CC=C1)CC(=O)Cl (phenylacetyl chloride). Yields the product C1(=CC=CC=C1)CC(=O)NC=1C=C2C=3CC(CCC3NC2=CC1)N(C)C (6-(phenylacetyl)amino-3-(dimethyl)amino-1,2,3,4-tetrahydro-9H-carbazole). Isolated yield 85.1%. Reaction SMILES: [NH2:1][C:2]1[CH:3]=[C:4]2[C:12](=[CH:13][CH:14]=1)[NH:11][C:10]1[CH2:9][CH2:8][CH:7]([N:15]([CH3:17])[CH3:16])[CH2:6][C:5]2=1.[C:18]1([CH2:24][C:25](Cl)=[O:26])[CH:23]=[CH:22][CH:21]=[CH:20][CH:19]=1>>[C:18]1([CH2:24][C:25]([NH:1][C:2]2[CH:3]=[C:4]3[C:12](=[CH:13][CH:14]=2)[NH:11][C:10]2[CH2:9][CH2:8][CH:7]([N:15]([CH3:17])[CH3:16])[CH2:6][C:5]3=2)=[O:26])[CH:23]=[CH:22][CH:21]=[CH:20][CH:19]=1. Procedure details: Beginning with 10.4 mg (0.046 mMol) 6-amino-3-(dimethyl)amino-1,2,3,4-tetrahydro-9H-carbazole and 8.1 μL (0.051 mMol) phenylacetyl chloride, 13.6 mg (85%) of the title compound were recovered as a grey-brown solid. Reactants: O=C([O-])O, [Na+], O, O=[N+]([O-])O, c1ncc2cc[nH]c2n1. The product is O=[N+]([O-])c1c[nH]c2ncncc12. Reaction SMILES: [C:14](=[O:15])([OH:16])[O-:17].[Na+:18].[OH2:19].[OH:10][N+:11]([O-:12])=[O:13].[n:1]1[cH:2][n:3][cH:4][c:5]2[c:6]1[nH:7][cH:8][cH:9]2>>[n:1]1[cH:2][n:3][cH:4][c:5]2[c:6]1[nH:7][cH:8][c:9]2[N+:11](=[O:10])[O-:12]. As a reaction SMILES: [CH3:41][CH2:42][OH:43].[Cl:1][c:2]1[cH:3][c:4]2[cH:5][c:6]([C:11](=[O:12])[NH:13][CH:14]3[CH:15]([NH:25][C:26](=[O:27])[c:28]4[s:29][c:30]5[c:35]([n:36]4)[CH2:34][CH2:33][N:32]([CH3:37])[CH2:31]5)[CH2:16][CH:17]([C:20](=[O:21])[O:22][CH2:23][CH3:24])[CH2:18][CH2:19]3)[nH:7][c:8]2[cH:9][cH:10]1.[ClH:40].[Na+:39].[O:44]1[CH2:45][CH2:46][CH2:47][CH2:48]1.[OH-:38]>>[Cl:1][c:2]1[cH:3][c:4]2[cH:5][c:6]([C:11](=[O:12])[NH:13][CH:14]3[CH:15]([NH:25][C:26](=[O:27])[c:28]4[s:29][c:30]5[c:35]([n:36]4)[CH2:34][CH2:33][N:32]([CH3:37])[CH2:31]5)[CH2:16][CH:17]([C:20](=[O:21])[OH:22])[CH2:18][CH2:19]3)[nH:7][c:8]2[cH:9][cH:10]1. Yields the product CN1CCc2nc(C(=O)NC3CC(C(=O)O)CCC3NC(=O)c3cc4cc(Cl)ccc4[nH]3)sc2C1. The reactants are CCO, CCOC(=O)C1CCC(NC(=O)c2cc3cc(Cl)ccc3[nH]2)C(NC(=O)c2nc3c(s2)CN(C)CC3)C1, Cl, [Na+], C1CCOC1, [OH-].